This data is from the Open Reaction Database (ORD), a public repository of structured organic reaction records. The task is: describe an organic reaction: reactants, conditions, products, and yield Starting materials: C(CO)Br (Ethylene bromohydrin), Cl.ClC=1C=C(C=CC1)N1CCNCC1 (1-(3-chlorophenyl)piperazine hydrochloride), C([O-])([O-])=O.[K+].[K+] (potassium carbonate), CN(C=O)C (N,N-dimethylformamide). Solvent: O (water). The product is ClC=1C=C(C=CC1)N1CCN(CC1)CCO (4-(3-chlorophenyl)-1-piperazineethanol). Yield: 78.6%. RXN SMILES: [CH2:1](Br)[CH2:2][OH:3].Cl.[Cl:6][C:7]1[CH:8]=[C:9]([N:13]2[CH2:18][CH2:17][NH:16][CH2:15][CH2:14]2)[CH:10]=[CH:11][CH:12]=1.C(=O)([O-])[O-].[K+].[K+].CN(C)C=O>O>[Cl:6][C:7]1[CH:8]=[C:9]([N:13]2[CH2:18][CH2:17][N:16]([CH2:1][CH2:2][OH:3])[CH2:15][CH2:14]2)[CH:10]=[CH:11][CH:12]=1 |f:1.2,3.4.5|. Reported procedure: Ethylene bromohydrin (5.4 g) was added dropwise to a mixture of 1-(3-chlorophenyl)piperazine hydrochloride (5 g), potassium carbonate powder (12 g) and N,N-dimethylformamide (35 ml) with stirring. The mixture was further stirred at room temperature overnight, then diluted with 100 ml of water and extracted with ethyl ether. The ethyl ether layer was washed with saturated aqueous sodium chloride and dried over Na2SO4. The solvent was distilled off and the residue was purified by silica gel chroma...